From a dataset of the Open Reaction Database (ORD), a public repository of structured organic reaction records. describe an organic reaction: reactants, conditions, products, and yield Reactants: ClC=1C=C(C=CC1Cl)NN (3,4-dichlorophenyl hydrazine), Cl (HCl), C1(=CC=CC=C1)NN (phenyl hydrazine). The product is ClC=1C=C(C=CC1Cl)N1N=C(C=C1)C (1-(3′,4′-Dichlorophenyl)-3-methyl-1H-pyrazole). As a reaction SMILES: [Cl:1][C:2]1[CH:3]=[C:4]([NH:9][NH2:10])[CH:5]=[CH:6][C:7]=1[Cl:8].Cl.[C:12]1(NN)[CH:17]=CC=[CH:14][CH:13]=1>>[Cl:1][C:2]1[CH:3]=[C:4]([N:9]2[CH:17]=[CH:12][C:13]([CH3:14])=[N:10]2)[CH:5]=[CH:6][C:7]=1[Cl:8]. Procedure details: This compound was prepared by the same methodology described for EXAMPLE 1 with 3,4-dichlorophenyl hydrazine.HCl substituted for phenyl hydrazine. There was obtained the title compound; HRMS (M+H)+: calc. 501.055493; found 501.053920. Reactants: COC1=C(COCCCOC2=CC=C(C=C2)C2C(CN(CC2)C(=O)OC(C)(C)C)OCCOS(=O)(=O)C2=CC=C(C=C2)C)C=CC=C1 (tert-butyl 4-{4-[3-(2-methoxybenzyloxy)propoxy]phenyl}-3-[2-(toluene-4-sulphonyloxy)ethoxy]piperidine-1-carboxylate), OCCC1=C(C=CC=C1)O (2-(2-hydroxyethyl)phenol). Product: OCCC1=C(OCCOC2CN(CCC2C2=CC=C(C=C2)OCCCOCC2=C(C=CC=C2)OC)C(=O)OC(C)(C)C)C=CC=C1 (tert-Butyl 3-{2-[2-(2-hydroxyethyl)phenoxy]ethoxy}-4-{4-[3-(2-methoxybenzyloxy)propoxy]phenyl}piperidine-1-carboxylate). Reaction SMILES: [CH3:1][O:2][C:3]1[CH:47]=[CH:46][CH:45]=[CH:44][C:4]=1[CH2:5][O:6][CH2:7][CH2:8][CH2:9][O:10][C:11]1[CH:16]=[CH:15][C:14]([CH:17]2[CH2:22][CH2:21][N:20]([C:23]([O:25][C:26]([CH3:29])([CH3:28])[CH3:27])=[O:24])[CH2:19][CH:18]2[O:30][CH2:31][CH2:32][O:33]S(C2C=CC(C)=CC=2)(=O)=O)=[CH:13][CH:12]=1.[OH:48][CH2:49][CH2:50][C:51]1[CH:56]=[CH:55][CH:54]=[CH:53][C:52]=1O>>[OH:48][CH2:49][CH2:50][C:51]1[CH:56]=[CH:55][CH:54]=[CH:53][C:52]=1[O:33][CH2:32][CH2:31][O:30][CH:18]1[CH:17]([C:14]2[CH:15]=[CH:16][C:11]([O:10][CH2:9][CH2:8][CH2:7][O:6][CH2:5][C:4]3[CH:44]=[CH:45][CH:46]=[CH:47][C:3]=3[O:2][CH3:1])=[CH:12][CH:13]=2)[CH2:22][CH2:21][N:20]([C:23]([O:25][C:26]([CH3:27])([CH3:29])[CH3:28])=[O:24])[CH2:19]1. Procedure details: Analogously to Method G, 5.00 g of tert-butyl 4-{4-[3-(2-methoxybenzyloxy)propoxy]phenyl}-3-[2-(toluene-4-sulphonyloxy)ethoxy]piperidine-1-carboxylate (Example 14b) and 0.99 g of 2-(2-hydroxyethyl)phenol are reacted. The title compound is obtained as a colourless oil. Rf=0.08 (1:2 EtOAc-heptane); Rt=5.81. Reactants: FC(C(=O)O)(F)F.ClC1=CC=C2C(=C1)NC([C@@]21[C@@H](N[C@H]([C@@H]1C1=C(C(=CC=C1)Cl)F)C(=O)O)CC(C)(C)C)=O ((2′S,3′R,4′S,5′R)-6-chloro-4′-(3-chloro-2-fluoro-phenyl)-2′-(2,2-dimethyl-propyl)-2-oxo-1,2-dihydro-spiro[indole-3,3′-pyrrolidine]-5′-carboxylic acid trifluoroacetic acid), COC1=C(N)C=CC(=C1)S(=O)(=O)N1CCOCC1 (2-methoxy-4-(morpholinosulfonyl)aniline), C(C)(C)N(CC)C(C)C (diisopropylethylamine), C1(=CC=CC=C1)P(=O)(C1=CC=CC=C1)Cl (diphenylphosphinic chloride). The product is COC1=C(C=CC(=C1)S(=O)(=O)N1CCOCC1)NC(=O)[C@H]1[C@@H]([C@@]2([C@@H](N1)CC(C)(C)C)C(NC1=CC(=CC=C12)Cl)=O)C1=C(C(=CC=C1)Cl)F ((2′S,3′R,4′S,5′R)-6-chloro-4′-(3-chloro-2-fluoro-phenyl)-2′-(2,2-dimethyl-propyl)-2-oxo-1,2-dihydro-spiro[indole-3,3′-pyrrolidine]-5′-carboxylic acid [2-methoxy-4-(morpholine-4-sulfonyl)-phenyl]-amide). Isolated yield 16.0%. RXN SMILES: FC(F)(F)C(O)=O.[Cl:8][C:9]1[CH:14]=[C:13]2[NH:15][C:16](=[O:38])[C@:17]3([C@@H:21]([C:22]4[CH:27]=[CH:26][CH:25]=[C:24]([Cl:28])[C:23]=4[F:29])[C@H:20]([C:30]([OH:32])=O)[NH:19][C@H:18]3[CH2:33][C:34]([CH3:37])([CH3:36])[CH3:35])[C:12]2=[CH:11][CH:10]=1.C(N(C(C)C)CC)(C)C.C1(P(Cl)(C2C=CC=CC=2)=O)C=CC=CC=1.[CH3:63][O:64][C:65]1[CH:71]=[C:70]([S:72]([N:75]2[CH2:80][CH2:79][O:78][CH2:77][CH2:76]2)(=[O:74])=[O:73])[CH:69]=[CH:68][C:66]=1[NH2:67]>>[CH3:63][O:64][C:65]1[CH:71]=[C:70]([S:72]([N:75]2[CH2:80][CH2:79][O:78][CH2:77][CH2:76]2)(=[O:73])=[O:74])[CH:69]=[CH:68][C:66]=1[NH:67][C:30]([C@@H:20]1[NH:19][C@@H:18]([CH2:33][C:34]([CH3:35])([CH3:36])[CH3:37])[C@:17]2([C:12]3[C:13](=[CH:14][C:9]([Cl:8])=[CH:10][CH:11]=3)[NH:15][C:16]2=[O:38])[C@H:21]1[C:22]1[CH:27]=[CH:26][CH:25]=[C:24]([Cl:28])[C:23]=1[F:29])=[O:32] |f:0.1|. Procedure details: In a manner similar to the method described in Example 5, chiral (2′S,3′R,4′S,5′R)-6-chloro-4′-(3-chloro-2-fluoro-phenyl)-2′-(2,2-dimethyl-propyl)-2-oxo-1,2-dihydro-spiro[indole-3,3′-pyrrolidine]-5′-carboxylic acid trifluoroacetic acid prepared in Example 136 (0.3 g, 0.52 mmol), was reacted with diisopropylethylamine (0.34 g, 2.6 mmol), diphenylphosphinic chloride (0.37 g, 1.6 mmol), then reacted with 2-methoxy-4-(morpholinosulfonyl)aniline (Matrix) (0.16 g, 0.59 mmol) to give chiral (2′S,3′R,4′... Reactants: O=C([O-])O, CO, CCCCCCC, CC(=O)c1ccc(Cl)cc1F, [Na+], O=S(=O)(Cl)Cl. The product is O=C(CCl)c1ccc(Cl)cc1F. RXN SMILES: [C:19](=[O:20])([OH:21])[O-:22].[CH3:12][OH:13].[CH3:24][CH2:25][CH2:26][CH2:27][CH2:28][CH2:29][CH3:30].[Cl:1][c:2]1[cH:3][c:4]([F:11])[c:5]([C:8]([CH3:9])=[O:10])[cH:6][cH:7]1.[Na+:23].[S:14]([Cl:15])(=[O:16])([Cl:17])=[O:18]>>[Cl:1][c:2]1[cH:3][c:4]([F:11])[c:5]([C:8]([CH2:9][Cl:17])=[O:10])[cH:6][cH:7]1. Reactants: O=C(O)Cc1cc(O)cc(C(F)(F)F)c1, O=S(=O)(c1ccccc1)c1ccc(F)c(Cl)c1. Yields the product O=C(O)Cc1cc(Oc2ccc(S(=O)(=O)c3ccccc3)cc2Cl)cc(C(F)(F)F)c1. As a reaction SMILES: [OH:1][c:2]1[cH:3][c:4]([CH2:12][C:13](=[O:14])[OH:15])[cH:5][c:6]([C:8]([F:9])([F:10])[F:11])[cH:7]1.[c:16]1([S:22](=[O:23])(=[O:24])[c:25]2[cH:26][c:27]([Cl:32])[c:28]([F:31])[cH:29][cH:30]2)[cH:17][cH:18][cH:19][cH:20][cH:21]1>>[O:1]([c:2]1[cH:3][c:4]([CH2:12][C:13](=[O:14])[OH:15])[cH:5][c:6]([C:8]([F:9])([F:10])[F:11])[cH:7]1)[c:28]1[c:27]([Cl:32])[cH:26][c:25]([S:22]([c:16]2[cH:17][cH:18][cH:19][cH:20][cH:21]2)(=[O:23])=[O:24])[cH:30][cH:29]1. The reactants are C(=O)C1=CC=C(C=C(C1=O)O)C(C)C (7-formyl-4-isopropyl-2-hydroxy-2,4,6-cycloheptatrien-1-one), C(CCC)[Li] (n-butyllithium). Run in O1CCCC1 (tetrahydrofuran), CCCCCC (hexane). Reaction conditions: temperature -78 celsius. Product: OC(CCC)C1=CC=C(C=C(C1=O)O)C(C)C (7-(α-hydroxybutyl)-4-isopropyl-2-hydroxy-2,4,6-cycloheptatrien-1-one). Reaction SMILES: [CH:1]([C:3]1[C:9](=[O:10])[C:8]([OH:11])=[CH:7][C:6]([CH:12]([CH3:14])[CH3:13])=[CH:5][CH:4]=1)=[O:2].[CH2:15]([Li])[CH2:16][CH2:17]C>O1CCCC1.CCCCCC>[OH:2][CH:1]([C:3]1[C:9](=[O:10])[C:8]([OH:11])=[CH:7][C:6]([CH:12]([CH3:14])[CH3:13])=[CH:5][CH:4]=1)[CH2:15][CH2:16][CH3:17]. Procedure: 7-formyl-4-isopropyl-2-hydroxy-2,4,6-cycloheptatrien-1-one (1.95 g, 10 mmol) was dissolved in tetrahydrofuran (30 ml) and the resultant was cooled to -78° C. in a dry ice/acetone bath. A solution of n-butyllithium in hexane (1.6M, 14 ml) was added dropwise to the solution, then, the dry ice/acetone bath was removed and the resultant was stirred until insoluble matter was dissolved. An aqueous saturated ammonium chloride was added to the reaction mixture and the resultant was extracted with methy... Reactants: CCOc1ccc(Cc2cc3cccccc-3c2C(=O)OC)cc1C1OC(COC(C)=O)C(OC(C)=O)C(OC(C)=O)C1OC(C)=O, CO, Cl. The product is CCOc1ccc(Cc2cc3cccccc-3c2C(=O)O)cc1C1OC(COC(C)=O)C(OC(C)=O)C(OC(C)=O)C1OC(C)=O. RXN SMILES: [CH2:1]([CH3:2])[O:3][c:4]1[c:5]([CH:25]2[O:26][CH:27]([CH2:43][O:44][C:45]([CH3:46])=[O:47])[CH:28]([O:39][C:40]([CH3:41])=[O:42])[CH:29]([O:35][C:36]([CH3:37])=[O:38])[CH:30]2[O:31][C:32]([CH3:33])=[O:34])[cH:6][c:7]([CH2:8][c:9]2[c:10]([C:19](=[O:20])[O:21][CH3:22])[c:11]3[cH:12][cH:13][cH:14][cH:15][cH:16][c:17]-3[cH:18]2)[cH:23][cH:24]1.[CH3:49][OH:50].[ClH:48]>>[CH2:1]([CH3:2])[O:3][c:4]1[c:5]([CH:25]2[O:26][CH:27]([CH2:43][O:44][C:45]([CH3:46])=[O:47])[CH:28]([O:39][C:40]([CH3:41])=[O:42])[CH:29]([O:35][C:36]([CH3:37])=[O:38])[CH:30]2[O:31][C:32]([CH3:33])=[O:34])[cH:6][c:7]([CH2:8][c:9]2[c:10]([C:19](=[O:20])[OH:21])[c:11]3[cH:12][cH:13][cH:14][cH:15][cH:16][c:17]-3[cH:18]2)[cH:23][cH:24]1. Reactants: C(C)(=O)SCC(C(=O)O)CC1=CC=CC=C1 (2-Acetylthiomethyl-3-phenylpropanoic acid), C(C(=O)Cl)(=O)Cl (oxalyl chloride), acid chloride, Cl.NCCCCCCCC(=O)OC (8-aminooctanoic acid, methyl ester hydrochloride), C(C)(C)N(CC)C(C)C (diisopropylethylamine). Yields the product C(C)(=O)SCC(C(=O)NCCCCCCCC(=O)OC)CC1=CC=CC=C1 ((±)-8-[[2-[(acetylthio)methyl]-1-oxo-3phenylpropyl]amino]octanoic acid, methyl ester). As a reaction SMILES: [C:1]([S:4][CH2:5][CH:6]([CH2:10][C:11]1[CH:16]=[CH:15][CH:14]=[CH:13][CH:12]=1)[C:7]([OH:9])=O)(=[O:3])[CH3:2].C(Cl)(=O)C(Cl)=O.Cl.[NH2:24][CH2:25][CH2:26][CH2:27][CH2:28][CH2:29][CH2:30][CH2:31][C:32]([O:34][CH3:35])=[O:33].C(N(C(C)C)CC)(C)C>>[C:1]([S:4][CH2:5][CH:6]([CH2:10][C:11]1[CH:16]=[CH:15][CH:14]=[CH:13][CH:12]=1)[C:7]([NH:24][CH2:25][CH2:26][CH2:27][CH2:28][CH2:29][CH2:30][CH2:31][C:32]([O:34][CH3:35])=[O:33])=[O:9])(=[O:3])[CH3:2] |f:2.3|. Procedure: 2-Acetylthiomethyl-3-phenylpropanoic acid is reacted with oxalyl chloride and the resulting acid chloride is then reacted with 8-aminooctanoic acid, methyl ester hydrochloride in the presence of diisopropylethylamine as more fully described in Example 11 of European Patent Application 136,883 to give (±)-8-[[2-[(acetylthio)methyl]-1-oxo-3phenylpropyl]amino]octanoic acid, methyl ester. The reactants are NC1=CC=C(C(=O)N(C2=CC=C(C=C2)OC)CCN2CCC(CC2)C(C2=CC=C(C=C2)F)=O)C=C1 (4-amino-N-{2-[4-(4-fluorobenzoyl)piperidino]ethyl}-N-(4-methoxyphenyl)benzamide), C(C)(=O)OC(C)=O (acetic anhydride). Yields the product C(C)(=O)NC1=CC=C(C(=O)N(C2=CC=C(C=C2)OC)CCN2CCC(CC2)C(C2=CC=C(C=C2)F)=O)C=C1 (4-Acetylamino-N-{2-[4-(4-fluorobenzoyl)piperidino]ethyl}-N-(4-methoxyphenyl)benzamide). Isolated yield 78.7%. RXN SMILES: [NH2:1][C:2]1[CH:35]=[CH:34][C:5]([C:6]([N:8]([CH2:17][CH2:18][N:19]2[CH2:24][CH2:23][CH:22]([C:25](=[O:33])[C:26]3[CH:31]=[CH:30][C:29]([F:32])=[CH:28][CH:27]=3)[CH2:21][CH2:20]2)[C:9]2[CH:14]=[CH:13][C:12]([O:15][CH3:16])=[CH:11][CH:10]=2)=[O:7])=[CH:4][CH:3]=1.[C:36](OC(=O)C)(=[O:38])[CH3:37]>>[C:36]([NH:1][C:2]1[CH:3]=[CH:4][C:5]([C:6]([N:8]([CH2:17][CH2:18][N:19]2[CH2:24][CH2:23][CH:22]([C:25](=[O:33])[C:26]3[CH:27]=[CH:28][C:29]([F:32])=[CH:30][CH:31]=3)[CH2:21][CH2:20]2)[C:9]2[CH:10]=[CH:11][C:12]([O:15][CH3:16])=[CH:13][CH:14]=2)=[O:7])=[CH:34][CH:35]=1)(=[O:38])[CH3:37]. Procedure: Using 4-amino-N-{2-[4-(4-fluorobenzoyl)piperidino]ethyl}-N-(4-methoxyphenyl)benzamide (556.9 mg, 1.17 mmol) and acetic anhydride (0.13 ml, 1.41 mmol), the procedure of Inventive Example 94 was repeated to obtain 476.8 mg (78.7%) of the title compound in the form of colorless powder.